This data is from the Open Reaction Database (ORD), a public repository of structured organic reaction records. The task is: describe an organic reaction: reactants, conditions, products, and yield Reactants: CCOC(C)=O, [H][H], COc1cccc([N+](=O)[O-])c1N. Yields the product COc1cccc(N)c1N. As a reaction SMILES: [CH3:15][CH2:16][O:17][C:18](=[O:19])[CH3:20].[H:13][H:14].[NH2:1][c:2]1[c:3]([O:11][CH3:12])[cH:4][cH:5][cH:6][c:7]1[N+:8]([O-:9])=[O:10]>>[NH2:1][c:2]1[c:3]([O:11][CH3:12])[cH:4][cH:5][cH:6][c:7]1[NH2:8]. Reactants: BrC=1C(=C(SC1)C(=O)OC)O (methyl 4-bromo-3-hydroxy-2-thiophenecarboxylate), CI (methyl iodide), O (water), C(=O)([O-])[O-].[K+].[K+] (K2CO3). The solvent is CS(=O)C (dimethyl sulfoxide). Run at time 2 hour. The product is BrC=1C(=C(SC1)C(=O)OC)OC (Methyl 4-Bromo-3-methoxy-2-thiophenecarboxylate). The yield is 95.6%. Reaction SMILES: [Br:1][C:2]1[C:3]([OH:11])=[C:4]([C:7]([O:9][CH3:10])=[O:8])[S:5][CH:6]=1.CI.[C:14]([O-])([O-])=O.[K+].[K+].O>CS(C)=O>[Br:1][C:2]1[C:3]([O:11][CH3:14])=[C:4]([C:7]([O:9][CH3:10])=[O:8])[S:5][CH:6]=1 |f:2.3.4|. Procedure details: To a solution of 36 g (0.15 mole) of methyl 4-bromo-3-hydroxy-2-thiophenecarboxylate in 300 mL of dimethyl sulfoxide (DMSO) was added 32 g (0.23 mole) of methyl iodide and then 32 g of powdered K2CO3. After 2 hr, the reaction mixture was poured into water and extracted with ether. The organic phase was washed with water (4×200 mL), dried over MgSO4, filtered and concentrated to give 36 g of a colorless solid. 1H NMR (300 MHz, CDCl3): δ 7.4 (s, 1H); 4.0 (s, 3H); 3.9 (s, 3H). Anal. Calc'd for C7H7... The reactants are Cc1c(C)n(Cc2ccccc2)c2c(Cl)nccc12, Cc1ccc(CN)cc1. The product is Cc1ccc(CNc2nccc3c(C)c(C)n(Cc4ccccc4)c23)cc1, Cl. As a reaction SMILES: [CH2:1]([c:2]1[cH:3][cH:4][cH:5][cH:6][cH:7]1)[n:8]1[c:9]([CH3:19])[c:10]([CH3:18])[c:11]2[c:12]1[c:13]([Cl:17])[n:14][cH:15][cH:16]2.[CH3:20][c:21]1[cH:22][cH:23][c:24]([CH2:25][NH2:26])[cH:27][cH:28]1>>[CH2:1]([c:2]1[cH:3][cH:4][cH:5][cH:6][cH:7]1)[n:8]1[c:9]([CH3:19])[c:10]([CH3:18])[c:11]2[c:12]1[c:13]([NH:26][CH2:25][c:24]1[cH:23][cH:22][c:21]([CH3:20])[cH:28][cH:27]1)[n:14][cH:15][cH:16]2.[ClH:17]. The solvent is C(Cl)Cl (methylene chloride), C(Cl)Cl (methylene chloride). Procedure: Mix 2.84 g (11.83 mmole) of 10,11-dihydrodibenzo[b,f]thiepin-3-carboxaldehyde with 90 ml methylene chloride at 0° C. Add 2.3 g (11.33 mmoles) of 85% m-chloroperbenzoic acid, followed by the addition of 100 ml methylene chloride. Stir for 2 hours, and then add 4.6 g calcium hydroxide to the resulting clear solution at room temperature. After stirring the suspension for 15 minutes, filter to remove the inorganic solid, and evaporate the filtrate containing the dissolved product to dryness, produci... Conditions: time 2 hour. The reactants are C1=CC(=CC=2SC3=C(CCC21)C=CC=C3)C=O (10,11-dihydrodibenzo[b,f]thiepin-3-carboxaldehyde), [OH-].[Ca+2].[OH-] (calcium hydroxide), ClC1=CC(=CC=C1)C(=O)OO (m-chloroperbenzoic acid). The product is C1=CC(=CC=2S(C3=C(CCC21)C=CC=C3)=O)C=O (10,11-Dihydro-dibenzo[b,f]thiepin-3-carboxaldehyde-5-oxide). As a reaction SMILES: [CH:1]1[C:11]2[CH2:10][CH2:9][C:8]3[CH:12]=[CH:13][CH:14]=[CH:15][C:7]=3[S:6][C:5]=2[CH:4]=[C:3]([CH:16]=[O:17])[CH:2]=1.ClC1C=CC=C(C(OO)=[O:26])C=1.[OH-].[Ca+2].[OH-]>C(Cl)Cl>[CH:1]1[C:11]2[CH2:10][CH2:9][C:8]3[CH:12]=[CH:13][CH:14]=[CH:15][C:7]=3[S:6](=[O:26])[C:5]=2[CH:4]=[C:3]([CH:16]=[O:17])[CH:2]=1 |f:2.3.4|. The reactants are C(C)(=O)C=1C(=C(C(=C(C1)Cl)C)C1CCN(CC1)C(=O)OC(C)(C)C)OC (tert-butyl 4-(3-acetyl-5-chloro-2-methoxy-6-methylphenyl)piperidine-1-carboxylate), [BH4-].[Na+] (sodium tetrahydroborate). Yields the product ClC=1C(=C(C(=C(C1)C(C)O)OC)C1CCN(CC1)C(=O)OC(C)(C)C)C (tert-Butyl 4-[3-chloro-5-(1-hydroxyethyl)-6-methoxy-2-methylphenyl]piperidine-1-carboxylate). Reaction SMILES: [C:1]([C:4]1[C:5]([O:25][CH3:26])=[C:6]([CH:12]2[CH2:17][CH2:16][N:15]([C:18]([O:20][C:21]([CH3:24])([CH3:23])[CH3:22])=[O:19])[CH2:14][CH2:13]2)[C:7]([CH3:11])=[C:8]([Cl:10])[CH:9]=1)(=[O:3])[CH3:2].[BH4-].[Na+]>>[Cl:10][C:8]1[C:7]([CH3:11])=[C:6]([CH:12]2[CH2:13][CH2:14][N:15]([C:18]([O:20][C:21]([CH3:24])([CH3:23])[CH3:22])=[O:19])[CH2:16][CH2:17]2)[C:5]([O:25][CH3:26])=[C:4]([CH:1]([OH:3])[CH3:2])[CH:9]=1 |f:1.2|. Procedure details: This compound was prepared according to the procedure of Example 13 step 5, using of tert-butyl 4-(3-acetyl-5-chloro-2-methoxy-6-methylphenyl)piperidine-1-carboxylate and sodium tetrahydroborate as the starting materials. LCMS calculated for C20H30ClNO4Na (M+Na)+: m/z=406.1; Found: 406.1. Starting materials: ClC1=CC=C(C=C1)C1=NC(C=2N(C3=C1C(=C(S3)C)C)C(=NN2)C)(C)C (4-(4-chlorophenyl)-2,3,6,6,9-pentamethyl-6H-thieno[3,2-f][1,2,4]triazolo[4,3-a][1,4]diazepine), Cl.NC1(CCC1)C(=O)OCC (ethyl 1-aminocyclobutanecarboxylate hydrochloride). Yields the product ClC1=CC=C(C=C1)C=1C2=C(NC(C3(N1)CCC3)=O)SC(=C2C)C (5′-(4-chlorophenyl)-6′,7′-dimethylspiro[cyclobutane-1,3′-thieno[2,3-e][1,4]diazepin]-2′(1′H)-one). RXN SMILES: [Cl:1][C:2]1[CH:7]=[CH:6][C:5]([C:8]2[C:14]3[C:15]([CH3:19])=[C:16]([CH3:18])[S:17][C:13]=3[N:12]3C(C)=NN=C3C(C)(C)N=2)=[CH:4][CH:3]=1.Cl.[NH2:27][C:28]1([C:32]([O:34]CC)=O)[CH2:31][CH2:30][CH2:29]1>>[Cl:1][C:2]1[CH:3]=[CH:4][C:5]([C:8]2[C:14]3[C:15]([CH3:19])=[C:16]([CH3:18])[S:17][C:13]=3[NH:12][C:32](=[O:34])[C:28]3([CH2:29][CH2:30][CH2:31]3)[N:27]=2)=[CH:6][CH:7]=1 |f:1.2|. Procedure: A procedure analogous to that set forth in the synthesis of Compound 214 was followed, with the exception that ethyl 1-aminocyclobutanecarboxylate hydrochloride was used as starting material. LRMS (M+H)+: 345 m/z. Reactants: N(=C=O)C1=C(C=CC=C1)OC (1-isocyanato-2-methoxybenzene), C(C)N (ethylamine), B(Br)(Br)Br (boron tribromide). The solvent is ClCCl (dichloromethane), ClCCl (dichloromethane). Conditions: time 1 hour. Product: C(C)NC(=O)NC1=C(C=CC=C1)O (N-Ethyl-N′-(2-hydroxyphenyl)urea). RXN SMILES: [N:1]([C:4]1[CH:9]=[CH:8][CH:7]=[CH:6][C:5]=1[O:10]C)=[C:2]=[O:3].[CH2:12]([NH2:14])[CH3:13].B(Br)(Br)Br>ClCCl>[CH2:12]([NH:14][C:2]([NH:1][C:4]1[CH:9]=[CH:8][CH:7]=[CH:6][C:5]=1[OH:10])=[O:3])[CH3:13]. Reported procedure: A solution of 1-isocyanato-2-methoxybenzene (0.32 g, 2.15 mmol) and ethylamine (1 mL) in dichloromethane (15 mL) was stirred at room temperature for 2 days. Then the volatiles were removed in vacuo. The residue was redissolved in dichloromethane (15 mL), and boron tribromide (BBr3) (1 M in dichloromethane (CH2Cl2), 6.5 ml, 6.5 mmol) was added dropwise via syringe under nitrogen. After stirring for 1 h the reaction mixture was diluted with dichloromethane and washed 3 times with water. The produc... Reactants: O=C([O-])[O-], O=C(Cl)C1CCC1, ClC(Cl)Cl, [K+], [K+], c1ccc2c(c1)CC1(CCNCC1)O2. Yields the product O=C(C1CCC1)N1CCC2(CC1)Cc1ccccc1O2. As a reaction SMILES: [C:22](=[O:23])([O-:24])[O-:25].[CH:1]1([C:5](=[O:6])[Cl:7])[CH2:2][CH2:3][CH2:4]1.[CH:28]([Cl:29])([Cl:30])[Cl:31].[K+:26].[K+:27].[NH:8]1[CH2:9][CH2:10][C:11]2([O:12][c:13]3[c:14]([cH:16][cH:17][cH:18][cH:19]3)[CH2:15]2)[CH2:20][CH2:21]1>>[CH:1]1([C:5](=[O:6])[N:8]2[CH2:9][CH2:10][C:11]3([O:12][c:13]4[c:14]([cH:16][cH:17][cH:18][cH:19]4)[CH2:15]3)[CH2:20][CH2:21]2)[CH2:2][CH2:3][CH2:4]1.